This data is from the Open Reaction Database (ORD), a public repository of structured organic reaction records. The task is: describe an organic reaction: reactants, conditions, products, and yield The reactants are COC1=CC=2CCN3C(CC4=C(CC3)C=C3C(=C4)OCO3)C2C=C1 (5,6,8,9,15,15a-hexahydro-3-methoxy-[1,3]dioxolo[4,5-h]isoquino[1,2-b][3]benzazepine), B(Br)(Br)Br (boron tribromide). Run in C(C)O (ethanol), C(C)O (ethanol), Cl (hydrogen chloride). Reaction conditions: time 4 hour. The product is C1=CC(=CC=2CCN3C(CC4=C(CC3)C=C(C(=C4)O)O)C12)O (5,6,8,9,14,14a-Hexhydroisoquino[1,2-b][3]benzazepine-3,11,12-triol). The yield is 108.1%. Reaction SMILES: C[O:2][C:3]1[CH:24]=[CH:23][C:22]2[CH:9]3[CH2:10][C:11]4[CH:18]=[C:17]5[O:19]C[O:21][C:16]5=[CH:15][C:12]=4[CH2:13][CH2:14][N:8]3[CH2:7][CH2:6][C:5]=2[CH:4]=1.B(Br)(Br)Br>C(O)C.Cl>[CH:23]1[C:22]2[CH:9]3[CH2:10][C:11]4[CH:18]=[C:17]([OH:19])[C:16]([OH:21])=[CH:15][C:12]=4[CH2:13][CH2:14][N:8]3[CH2:7][CH2:6][C:5]=2[CH:4]=[C:3]([OH:2])[CH:24]=1. Procedure: The title compound was prepared as described in Example 22 by the treatment of 5,6,8,9,15,15a-hexahydro-3-methoxy-[1,3]dioxolo[4,5-h]isoquino[1,2-b][3]benzazepine (XIIIb, Ex. 19) (0.9 g, 2.8 mmole) with boron tribromide. The reaction time was shortened to 4 hours. Evaporation of ethyl acetate extracts on a rotary evaporator afforded a solid residue which was dissolved in hot ethanol solution with ethanolic hydrogen chloride solution. When the mixture was warmed on a steam bath with an additional... Starting materials: BrC1=NC(=NC=2NC(C(=NC12)C)=O)SCC1=C(C(=CC=C1)F)F (4-Bromo-2-[[(2,3-difluorophenyl)methyl]thio]-6-methyl-7(8H)-pteridinone). Solvent: N[C@H](C)CO (D-alaninol). Yields the product FC1=C(C=CC=C1F)CSC1=NC=2NC(C(=NC2C(=N1)N[C@@H](CO)C)C)=O (2-[[(2,3-Difluorophenyl)methyl]thio]-4-[[(1R)-2-hydroxy-1-methylethyl]amino]-6-methyl-7(8H)-pteridinone). Reaction SMILES: Br[C:2]1[C:11]2[N:10]=[C:9]([CH3:12])[C:8](=[O:13])[NH:7][C:6]=2[N:5]=[C:4]([S:14][CH2:15][C:16]2[CH:21]=[CH:20][CH:19]=[C:18]([F:22])[C:17]=2[F:23])[N:3]=1>N[C@@H](CO)C>[F:23][C:17]1[C:18]([F:22])=[CH:19][CH:20]=[CH:21][C:16]=1[CH2:15][S:14][C:4]1[N:3]=[C:2]([NH:10][C@H:9]([CH3:12])[CH2:8][OH:13])[C:11]2[N:10]=[C:9]([CH3:12])[C:8](=[O:13])[NH:7][C:6]=2[N:5]=1. Procedure details: The titled compound was prepared from the product of example 35, step (b) (200 mg) and D-alaninol (120 μl) using the method of Example 2, step (f). Reactants: [C]=O (carbon monoxide), CN(C)C=O.C1=CC=CC=C1 (DMF benzene), BrC1=CC=C(C=C1)C1CN(CC2=C(C=C(C=C12)Cl)Cl)C (4-(4-bromo-phenyl)-6,8-dichloro-2-methyl-1,2,3,4-tetrahydroisoquinoline), BrC1=CC=C(C=C1)C1CN(CC2=C(C=C(C=C12)Cl)Cl)C (4-(4-bromo-phenyl)-6,8-dichloro-2-methyl-1,2,3,4-tetrahydroisoquinoline), C1(=CC=CC=C1)P(C1=CC=CC=C1)C1=CC=CC=C1 (triphenylphosphine), Ca(HCO2)2, [C]=O (carbon monoxide). Reagents/catalysts: Cl[Pd]Cl (PdCl2), C=1C=CC(=CC1)[P](C=2C=CC=CC2)(C=3C=CC=CC3)[Pd]([P](C=4C=CC=CC4)(C=5C=CC=CC5)C=6C=CC=CC6)([P](C=7C=CC=CC7)(C=8C=CC=CC8)C=9C=CC=CC9)[P](C=1C=CC=CC1)(C=1C=CC=CC1)C=1C=CC=CC1 (Pd(PPh3)4), C=1C=CC(=CC1)[P](C=2C=CC=CC2)(C=3C=CC=CC3)[Pd]([P](C=4C=CC=CC4)(C=5C=CC=CC5)C=6C=CC=CC6)([P](C=7C=CC=CC7)(C=8C=CC=CC8)C=9C=CC=CC9)[P](C=1C=CC=CC1)(C=1C=CC=CC1)C=1C=CC=CC1 (Pd(PPh3)4). Reaction conditions: temperature 120 celsius, time 6 hour. Product: ClC=1C=C2C(CN(CC2=C(C1)Cl)C)C1=CC=C(C(=O)O)C=C1 (4-(6,8-Dichloro-2-methyl-1,2,3,4-tetrahydro-isoquinolin-4-yl)-benzoic acid). Reaction SMILES: Br[C:2]1[CH:7]=[CH:6][C:5]([CH:8]2[C:17]3[C:12](=[C:13]([Cl:19])[CH:14]=[C:15]([Cl:18])[CH:16]=3)[CH2:11][N:10]([CH3:20])[CH2:9]2)=[CH:4][CH:3]=1.C1(P(C2C=CC=CC=2)C2C=CC=CC=2)C=CC=CC=1.[C]=[O:41].CN([CH:45]=[O:46])C.C1C=CC=CC=1>C1C=CC([P]([Pd]([P](C2C=CC=CC=2)(C2C=CC=CC=2)C2C=CC=CC=2)([P](C2C=CC=CC=2)(C2C=CC=CC=2)C2C=CC=CC=2)[P](C2C=CC=CC=2)(C2C=CC=CC=2)C2C=CC=CC=2)(C2C=CC=CC=2)C2C=CC=CC=2)=CC=1.Cl[Pd]Cl>[Cl:18][C:15]1[CH:16]=[C:17]2[C:12](=[C:13]([Cl:19])[CH:14]=1)[CH2:11][N:10]([CH3:20])[CH2:9][CH:8]2[C:5]1[CH:6]=[CH:7][C:2]([C:45]([OH:46])=[O:41])=[CH:3][CH:4]=1 |f:3.4,^3:39,^1:56,58,77,96|. Reported procedure: 5.57 g (15 mmol) of 4-(4-bromo-phenyl)-6,8-dichloro-2-methyl-1,2,3,4-tetrahydroisoquinoline (example 5, intermediate 3) was dissolved in 150 ml of abs. DMF/benzene (1:1). After the solution was degassed, under argon 1.18 g (4.5 mmol) of triphenylphosphine and 1.17 g (9 mmol) of Ca(HCO2)2 were added. After renewed flushing with argon, 867 mg (0.75 mmol) of Pd(PPh3)4 was added and carbon monoxide was passed into the solution. The mixture was stirred at 120° C. After six hours at 120° C. and standi... Starting materials: CC(C)(C)OC(=O)Nc1cc(C#N)ccc1C(F)(F)F, C1CCOC1. The product is CC(C)(C)OC(=O)Nc1cc(CN)ccc1C(F)(F)F. As a reaction SMILES: [C:1](#[N:2])[c:3]1[cH:4][cH:5][c:6]([C:17]([F:18])([F:19])[F:20])[c:7]([NH:9][C:10]([O:11][C:12]([CH3:13])([CH3:14])[CH3:15])=[O:16])[cH:8]1.[CH2:21]1[O:22][CH2:23][CH2:24][CH2:25]1>>[CH2:1]([NH2:2])[c:3]1[cH:4][cH:5][c:6]([C:17]([F:18])([F:19])[F:20])[c:7]([NH:9][C:10]([O:11][C:12]([CH3:13])([CH3:14])[CH3:15])=[O:16])[cH:8]1. Starting materials: C1(=CC=CC=C1)[SiH3] (phenylsilane), COC(=O)C=1SC(=CC1N)C1=CCCCC1 (5-cyclohex-1-enyl-3-aminothiophene-2-carboxylic acid methyl ester), O=C1CCC2CC(CCN12)=O (3-oxo-octahydro-indolizin-7-one), C(CCC)[Sn](CCCC)(Cl)Cl (dibutyltin dichloride). The solvent is C1CCOC1 (THF). Reaction conditions: time 10 minute. The product is COC(=O)C=1SC(=CC1NC1CCN2C(CCC2C1)=O)C1=CCCCC1 (5-cyclohex-1-enyl-3-[(3-oxo-octahydro-indolizin-7-yl)-amino]-thiophene-2-carboxylic acid methyl ester). The yield is 89.6%. As a reaction SMILES: [CH3:1][O:2][C:3]([C:5]1[S:6][C:7]([C:11]2[CH2:16][CH2:15][CH2:14][CH2:13][CH:12]=2)=[CH:8][C:9]=1[NH2:10])=[O:4].[O:17]=[C:18]1[N:26]2[CH:21]([CH2:22][C:23](=O)[CH2:24][CH2:25]2)[CH2:20][CH2:19]1.C([Sn](Cl)(Cl)CCCC)CCC.C1([SiH3])C=CC=CC=1>C1COCC1>[CH3:1][O:2][C:3]([C:5]1[S:6][C:7]([C:11]2[CH2:16][CH2:15][CH2:14][CH2:13][CH:12]=2)=[CH:8][C:9]=1[NH:10][CH:23]1[CH2:22][CH:21]2[N:26]([C:18](=[O:17])[CH2:19][CH2:20]2)[CH2:25][CH2:24]1)=[O:4]. Procedure: To a solution of 5-cyclohex-1-enyl-3-aminothiophene-2-carboxylic acid methyl ester (689 mg, 2.90 mmol) and 3-oxo-octahydro-indolizin-7-one (750 mg, 4.90 mmol; prepared as described in Tetrahedron, 1975, 1437) in 3 mL of dry THF was added dibutyltin dichloride (88 mg, 0.29 mmol), and the mixture was stirred for 10 min at room temperature under nitrogen. Then phenylsilane (394 μL, 3.19 mmol) was added, and the mixture was stirred overnight at room temperature. Solvent was evaporated under reduced ...